Dataset: the Open Reaction Database (ORD), a public repository of structured organic reaction records. Task: describe an organic reaction: reactants, conditions, products, and yield Reactants: CC(C)(C)OC(=O)c1c(-c2ccccc2)csc1NC(=O)CCCCC(=O)O, Nc1ccc(Cl)cc1. The product is CC(C)(C)OC(=O)c1c(-c2ccccc2)csc1NC(=O)CCCCC(=O)Nc1ccc(Cl)cc1. RXN SMILES: [C:9]([CH3:10])([CH3:11])([CH3:12])[O:13][C:14](=[O:15])[c:16]1[c:17]([NH:27][C:28]([CH2:29][CH2:30][CH2:31][CH2:32][C:33](=[O:34])[OH:35])=[O:36])[s:18][cH:19][c:20]1-[c:21]1[cH:22][cH:23][cH:24][cH:25][cH:26]1.[NH2:1][c:2]1[cH:3][cH:4][c:5]([Cl:6])[cH:7][cH:8]1>>[NH:1]([c:2]1[cH:3][cH:4][c:5]([Cl:6])[cH:7][cH:8]1)[C:33]([CH2:32][CH2:31][CH2:30][CH2:29][C:28]([NH:27][c:17]1[c:16]([C:14]([O:13][C:9]([CH3:10])([CH3:11])[CH3:12])=[O:15])[c:20](-[c:21]2[cH:22][cH:23][cH:24][cH:25][cH:26]2)[cH:19][s:18]1)=[O:36])=[O:34]. Starting materials: FC1=C(C=CC(=C1)F)C(CC1=NC=CC=N1)=O (1-(2,4-Difluorophenyl)-2-(pyrimidin-2-yl)ethanone), IC (iodomethane). Product: FC1=C(C=CC(=C1)F)C(C(C)C1=NC=CC=N1)=O (1-(2,4-Difluorophenyl)-2-(pyrimidin-2-yl)propan-1-one). The yield is 89.0%. Reaction SMILES: [F:1][C:2]1[CH:7]=[C:6]([F:8])[CH:5]=[CH:4][C:3]=1[C:9](=[O:17])[CH2:10][C:11]1[N:16]=[CH:15][CH:14]=[CH:13][N:12]=1.I[CH3:19]>>[F:1][C:2]1[CH:7]=[C:6]([F:8])[CH:5]=[CH:4][C:3]=1[C:9](=[O:17])[CH:10]([C:11]1[N:12]=[CH:13][CH:14]=[CH:15][N:16]=1)[CH3:19]. Procedure details: Methylation of the product of part (i) (3.50 g) with iodomethane (5.32 g) according to the method of Example 11(ii) gave the title compound (3.30 g), m.p. 118°-119°. The reactants are ClC1=C(C(=C(C=C1OC)OC)Cl)C1=C2C=CC=NC2=C(C=C1)C(=O)O (5-(2,6-dichloro-3,5-dimethoxy-phenyl)-quinoline-8-carboxylic acid), COC1=CC=C(CN2CCN(CC2)CC2=CC=C(C=N2)N)C=C1 (6-[4-(4-methoxy-benzyl)-piperazin-1-ylmethyl]-pyridin-3-ylamine). Solvent: C(Cl)Cl.CO (DCM MeOH). Reaction conditions: time 20 hour. Yields the product COC1=CC=C(CN2CCN(CC2)CC2=CC=C(C=N2)NC(=O)C=2C=CC(=C3C=CC=NC23)C2=C(C(=CC(=C2Cl)OC)OC)Cl)C=C1 (5-(2,6-Dichloro-3,5-dimethoxy-phenyl)-quinoline-8-carboxylic acid {6-[4-(4-methoxy-benzyl)-piperazin-1-ylmethyl]-pyridin-3-yl}-amide). RXN SMILES: [Cl:1][C:2]1[C:7]([O:8][CH3:9])=[CH:6][C:5]([O:10][CH3:11])=[C:4]([Cl:12])[C:3]=1[C:13]1[CH:22]=[CH:21][C:20]([C:23](O)=[O:24])=[C:19]2[C:14]=1[CH:15]=[CH:16][CH:17]=[N:18]2.[CH3:26][O:27][C:28]1[CH:48]=[CH:47][C:31]([CH2:32][N:33]2[CH2:38][CH2:37][N:36]([CH2:39][C:40]3[N:45]=[CH:44][C:43]([NH2:46])=[CH:42][CH:41]=3)[CH2:35][CH2:34]2)=[CH:30][CH:29]=1>C(Cl)Cl.CO>[CH3:26][O:27][C:28]1[CH:29]=[CH:30][C:31]([CH2:32][N:33]2[CH2:38][CH2:37][N:36]([CH2:39][C:40]3[N:45]=[CH:44][C:43]([NH:46][C:23]([C:20]4[CH:21]=[CH:22][C:13]([C:3]5[C:4]([Cl:12])=[C:5]([O:10][CH3:11])[CH:6]=[C:7]([O:8][CH3:9])[C:2]=5[Cl:1])=[C:14]5[C:19]=4[N:18]=[CH:17][CH:16]=[CH:15]5)=[O:24])=[CH:42][CH:41]=3)[CH2:35][CH2:34]2)=[CH:47][CH:48]=1 |f:2.3|. Procedure: The title compound was prepared in analogy to the procedure described in Step 14.1 but using 5-(2,6-dichloro-3,5-dimethoxy-phenyl)-quinoline-8-carboxylic acid (Step 159.1), 6-[4-(4-methoxy-benzyl)-piperazin-1-ylmethyl]-pyridin-3-ylamine (Step 111.1) and stirring the reaction mixture for 20 h at rt. Title compound: ESI-MS: 672.1 [M+H]+; TLC: Rf=0.45 (DCM/MeOH, 9:1). The reactants are C(C=C)(=O)OCC (ethyl acrylate), NC1C2=CC=CC=C2C=2C=CC=CC12 (9-aminofluorene), resultant mixture. Run in C(Cl)Cl (methylene chloride), C(C)O (ethanol). Conditions: time 36 hour. Product: C(C)OC(CCNC1C2=CC=CC=C2C=2C=CC=CC12)=O (N-(9-fluorenyl)-β-alanine ethyl ester). As a reaction SMILES: [C:1]([O:5][CH2:6][CH3:7])(=[O:4])[CH:2]=[CH2:3].[NH2:8][CH:9]1[C:21]2[CH:20]=[CH:19][CH:18]=[CH:17][C:16]=2[C:15]2[C:10]1=[CH:11][CH:12]=[CH:13][CH:14]=2>C(O)C.C(Cl)Cl>[CH2:6]([O:5][C:1](=[O:4])[CH2:2][CH2:3][NH:8][CH:9]1[C:21]2[CH:20]=[CH:19][CH:18]=[CH:17][C:16]=2[C:15]2[C:10]1=[CH:11][CH:12]=[CH:13][CH:14]=2)[CH3:7]. Reported procedure: 1.0 ml of ethyl acrylate was added to a solution of 9-aminofluorene (1.24 g) in ethanol (20 ml). The resultant mixture was stirred at 80° C. for 5 hours and, then, at room temperature for 36 hours. The residue obtained by condensing the reaction mixture was dissolved in methylene chloride and, then, washed with saturated saline, dried over anhydrous magnesium sulfate, and concentrated. The residue was purified by a silica gel column chromatography (eluting solution: methylene chloride-ether) to ... Starting materials: OBO, COc1cc2c(cc1Br)C(c1cccc(C#N)c1)=NCC(=O)N2C, CC(=O)c1ccc(B(O)O)cc1, c1ccccc1. Product: COc1cc2c(cc1-c1ccc(C(C)=O)cc1)C(c1cccc(C#N)c1)=NCC(=O)N2C. As a reaction SMILES: [BH:25]([OH:26])[OH:27].[Br:1][c:2]1[cH:3][c:4]2[c:5]([cH:21][c:22]1[O:23][CH3:24])[N:6]([CH3:20])[C:7](=[O:19])[CH2:8][N:9]=[C:10]2[c:11]1[cH:12][c:13]([C:14]#[N:15])[cH:16][cH:17][cH:18]1.[C:34]([CH3:35])(=[O:36])[c:37]1[cH:38][cH:39][c:40]([B:43]([OH:44])[OH:45])[cH:41][cH:42]1.[cH:28]1[cH:29][cH:30][cH:31][cH:32][cH:33]1>>[c:2]1(-[c:40]2[cH:39][cH:38][c:37]([C:34]([CH3:35])=[O:36])[cH:42][cH:41]2)[cH:3][c:4]2[c:5]([cH:21][c:22]1[O:23][CH3:24])[N:6]([CH3:20])[C:7](=[O:19])[CH2:8][N:9]=[C:10]2[c:11]1[cH:12][c:13]([C:14]#[N:15])[cH:16][cH:17][cH:18]1. The reactants are ClCCl, CC(=O)Cl, COc1ccc(C(=O)N2c3ccccc3C(NC3CCCC3)CC2C)cc1, CCN(C(C)C)C(C)C. Yields the product COc1ccc(C(=O)N2c3ccccc3C(N(C(C)=O)C3CCCC3)CC2C)cc1. RXN SMILES: [CH2:41]([Cl:42])[Cl:43].[CH3:37][C:38]([Cl:39])=[O:40].[CH:1]1([NH:6][CH:7]2[CH2:8][CH:9]([CH3:27])[N:10]([C:17]([c:18]3[cH:19][cH:20][c:21]([O:24][CH3:25])[cH:22][cH:23]3)=[O:26])[c:11]3[cH:12][cH:13][cH:14][cH:15][c:16]32)[CH2:2][CH2:3][CH2:4][CH2:5]1.[CH:28]([N:29]([CH:30]([CH3:31])[CH3:32])[CH2:33][CH3:34])([CH3:35])[CH3:36]>>[CH:1]1([N:6]([CH:7]2[CH2:8][CH:9]([CH3:27])[N:10]([C:17]([c:18]3[cH:19][cH:20][c:21]([O:24][CH3:25])[cH:22][cH:23]3)=[O:26])[c:11]3[cH:12][cH:13][cH:14][cH:15][c:16]32)[C:38]([CH3:37])=[O:40])[CH2:2][CH2:3][CH2:4][CH2:5]1. Reactants: CC(C)CCON=O, CCOCC, CC#N, [Cl-], Cl, CC(C)Cc1c(OCc2ccccc2)nc(CO)c(N)[n+]1[O-]. The product is CC(C)Cc1c(OCc2ccccc2)nc(CO)c(Cl)[n+]1[O-]. Reaction SMILES: [CH3:24][CH:25]([CH2:26][CH2:27][O:28][N:29]=[O:30])[CH3:31].[CH3:33][CH2:34][O:35][CH2:36][CH3:37].[CH3:38][C:39]#[N:40].[Cl-:23].[ClH:32].[NH2:1][c:2]1[n+:3]([O-:22])[c:4]([CH2:18][CH:19]([CH3:20])[CH3:21])[c:5]([O:10][CH2:11][c:12]2[cH:13][cH:14][cH:15][cH:16][cH:17]2)[n:6][c:7]1[CH2:8][OH:9]>>[c:2]1([Cl:23])[n+:3]([O-:22])[c:4]([CH2:18][CH:19]([CH3:20])[CH3:21])[c:5]([O:10][CH2:11][c:12]2[cH:13][cH:14][cH:15][cH:16][cH:17]2)[n:6][c:7]1[CH2:8][OH:9].